This data is from the Open Reaction Database (ORD), a public repository of structured organic reaction records. The task is: describe an organic reaction: reactants, conditions, products, and yield Starting materials: O[C@@H]1C[C@@H]2[C@@](N=C(SC2)NC(C2=CC=CC=C2)=O)(C1)C=1C=C(C=CC1)C1=CC(=CC=C1)OC (N-((4aR,6R,7aS)-6-hydroxy-7a-(3′-methoxybiphenyl-3-yl)-4,4a,5,6,7,7a-hexahydrocyclopenta[d][1,3]thiazin-2-yl)benzamide), CO[NH3+].[Cl-] (o-methylhydroxylamine hydrochloride), N1=CC=CC=C1 (pyridine). Solvent: C(C)O (ethanol). Run at temperature 50 celsius. Product: Cl.NC=1SC[C@H]2[C@@](N1)(C[C@@H](C2)O)C=2C=C(C=CC2)C2=CC(=CC=C2)OC ((4aR,6R,7aS)-2-Amino-7a-(3′-methoxybiphenyl-3-yl)-4,4a,5,6,7,7a-hexahydrocyclopenta[d][1,3]thiazin-6-ol hydrochloride). Reaction SMILES: [OH:1][C@H:2]1[CH2:19][C@:5]2([C:20]3[CH:21]=[C:22]([C:26]4[CH:31]=[CH:30][CH:29]=[C:28]([O:32][CH3:33])[CH:27]=4)[CH:23]=[CH:24][CH:25]=3)[N:6]=[C:7]([NH:10]C(=O)C3C=CC=CC=3)[S:8][CH2:9][C@@H:4]2[CH2:3]1.CO[NH3+].[Cl-:37].N1C=CC=CC=1>C(O)C>[ClH:37].[NH2:10][C:7]1[S:8][CH2:9][C@@H:4]2[CH2:3][C@@H:2]([OH:1])[CH2:19][C@:5]2([C:20]2[CH:21]=[C:22]([C:26]3[CH:31]=[CH:30][CH:29]=[C:28]([O:32][CH3:33])[CH:27]=3)[CH:23]=[CH:24][CH:25]=2)[N:6]=1 |f:1.2,5.6|. Procedure: A mixture of N-((4aR,6R,7aS)-6-hydroxy-7a-(3′-methoxybiphenyl-3-yl)-4,4a,5,6,7,7a-hexahydrocyclopenta[d][1,3]thiazin-2-yl)benzamide (0.061 g, 0.133 mmol), o-methylhydroxylamine hydrochloride (0.111 g, 1.3 mmol) and pyridine (0.105 g, 1.30 mmol) in ethanol (5 mL) is heated to 50° C. for 15 h. The mixture is concentrated under reduced pressure. The crude product is purified by silica gel chromatography eluting with 0.5% to 10% NH3 (7 N solution in methanol) in dichloromethane over 30 minutes to af... Reactants: C1(=CC=CC=C1)C (toluene), FC1=CC=C(C=C1)N=C=O (4-fluorophenyl isocyanate), NC1=CC=C(OC2=CC=NC3=CC(=C(C=C23)OC)C#N)C=C1 (4-(4-aminophenoxy)-6-methoxyquinoline-7-carbonitrile). The solvent is C(C)#N (acetonitrile). Product: C(#N)C1=C(C=C2C(=CC=NC2=C1)OC1=CC=C(C=C1)NC(=O)NC1=CC=C(C=C1)F)OC (N-(4-[(7-Cyano-6-methoxy-4-quinolyl)oxy]phenyl)-N′-(4-fluoro-phenyl)urea). Reaction SMILES: C1(C)C=CC=CC=1.[F:8][C:9]1[CH:14]=[CH:13][C:12]([N:15]=[C:16]=[O:17])=[CH:11][CH:10]=1.[NH2:18][C:19]1[CH:39]=[CH:38][C:22]([O:23][C:24]2[C:33]3[C:28](=[CH:29][C:30]([C:36]#[N:37])=[C:31]([O:34][CH3:35])[CH:32]=3)[N:27]=[CH:26][CH:25]=2)=[CH:21][CH:20]=1>C(#N)C>[C:36]([C:30]1[CH:29]=[C:28]2[C:33]([C:24]([O:23][C:22]3[CH:38]=[CH:39][C:19]([NH:18][C:16]([NH:15][C:12]4[CH:13]=[CH:14][C:9]([F:8])=[CH:10][CH:11]=4)=[O:17])=[CH:20][CH:21]=3)=[CH:25][CH:26]=[N:27]2)=[CH:32][C:31]=1[O:34][CH3:35])#[N:37]. Procedure: After adding toluene (5 ml), acetonitrile (1.5 ml) and 4-fluorophenyl isocyanate (0.105 ml) to 4-(4-aminophenoxy)-6-methoxyquinoline-7-carbonitrile (180 mg), the mixture was heated to reflux for 30 minutes. The mixture was cooled, and the precipitated crystals were filtered out and washed with toluene to obtain the title compound (230 mg) as light yellow crystals. The reactants are Cl (hydrogen chloride), C(C)(=O)Cl (acetyl chloride), C(C)(C)C1=CC=C(C=C1)C(C)C (1,4-diisopropylbenzene), [Cl-].[Cl-].[Cl-].[Al+3] (aluminum trichloride), ice, Cl (hydrochloric acid), [Cl-].[Cl-].[Cl-].[Al+3] (aluminum trichloride). Solvent: C(=S)=S (carbon disulfide). Run at temperature -10 celsius. The product is C(C)(=O)C1=C(C=CC(=C1)C(C)C)C(C)C (1-Acetyl-2,5-diisopropylbenzene). Isolated yield 88.5%. As a reaction SMILES: [C:1](Cl)(=[O:3])[CH3:2].[CH:5]([C:8]1[CH:13]=[CH:12][C:11]([CH:14]([CH3:16])[CH3:15])=[CH:10][CH:9]=1)([CH3:7])[CH3:6].[Cl-].[Cl-].[Cl-].[Al+3].Cl>C(=S)=S>[C:1]([C:12]1[CH:13]=[C:8]([CH:5]([CH3:6])[CH3:7])[CH:9]=[CH:10][C:11]=1[CH:14]([CH3:16])[CH3:15])(=[O:3])[CH3:2] |f:2.3.4.5|. Procedure details: A solution of 142 ml (157 g, 2.0 mol) of acetyl chloride in 362 ml (310 g, 1.91 mol) of 1,4-diisopropylbenzene was added dropwise during the course of 2 hours to a suspension of 200 g (1.5 mol) of aluminum trichloride in 260 ml of carbon disulfide cooled to -10° C. The mixture was stirred for a further 1.5 hours at -100° C., in the course of which the evolution of hydrogen chloride greatly decreased, and a further 100 g (0.75 mol) of aluminum trichloride were then added in portions and the mixtu... Reactants: BrC1=CN=C(C2=CC=CC=C12)N (4-bromoisoquinolin-1-amine), C(C)(C)N(C(C)C)CC (N,N-diisopropylethylamine), O (Water), C(C)(=O)Cl (acetyl chloride). The solvent is C(Cl)Cl (methylene chloride), C(Cl)Cl (DCM). Run at temperature 0 celsius, time 10 minute. Yields the product C(C)(=O)N(C(C)=O)C1=NC=C(C2=CC=CC=C12)Br (N-acetyl-N-(4-bromoisoquinolin-1-yl)acetamide). Isolated yield 85.0%. As a reaction SMILES: [Br:1][C:2]1[C:11]2[C:6](=[CH:7][CH:8]=[CH:9][CH:10]=2)[C:5]([NH2:12])=[N:4][CH:3]=1.C(N([CH2:20][CH3:21])C(C)C)(C)C.[C:22](Cl)(=[O:24])[CH3:23].[OH2:26]>C(Cl)Cl>[C:22]([N:12]([C:5]1[C:6]2[C:11](=[CH:10][CH:9]=[CH:8][CH:7]=2)[C:2]([Br:1])=[CH:3][N:4]=1)[C:20](=[O:26])[CH3:21])(=[O:24])[CH3:23]. Reported procedure: To a solution of 4-bromoisoquinolin-1-amine (403 mg, 1.81 mmol) in methylene chloride (11 mL) at 0° C. was added N,N-diisopropylethylamine (1.57 mL, 9.03 mmol), followed by acetyl chloride (0.321 mL, 4.52 mmol) dropwise. The mixture was stirred at 0° C. for 10 min then at room temperature for 2 h. The mixture was diluted with DCM (10 mL). Water (20 mL) was added. The organic layer was separated. The aqueous solution was extracted with DCM (10 mL). The combined DCM solutions were dried (Na2SO4). ... Reactants: N\C(=N/OC([C@H](NC(OCC1=CC=CC=C1)=O)C1=CC=CC=C1)=O)\[C@H]1N(CCCC1)C(=O)OC(C)(C)C (tert-butyl (2S)-2-[(Z,5R)-1-amino-4,7-dioxo-5,9-diphenyl-3,8-dioxa-2,6-diaza-1-nonen-1-yl]-1-piperidinecarboxylate). Solvent: N1=CC=CC=C1 (pyridine). Yields the product C(C1=CC=CC=C1)OC(=O)N[C@@H](C1=NC(=NO1)[C@H]1N(CCCC1)C(=O)OC(C)(C)C)C1=CC=CC=C1 (tert-butyl (2S)-2-{5-[(R)-{[(benzyloxy)carbonyl]amino}(phenyl)methyl]-1,2,4-oxadiazol-3-yl}-1-piperidinecarboxylate). As a reaction SMILES: [NH2:1]/[C:2](/[C@@H:25]1[CH2:30][CH2:29][CH2:28][CH2:27][N:26]1[C:31]([O:33][C:34]([CH3:37])([CH3:36])[CH3:35])=[O:32])=[N:3]\[O:4][C:5](=O)[C@@H:6]([C:18]1[CH:23]=[CH:22][CH:21]=[CH:20][CH:19]=1)[NH:7][C:8](=[O:17])[O:9][CH2:10][C:11]1[CH:16]=[CH:15][CH:14]=[CH:13][CH:12]=1>N1C=CC=CC=1>[CH2:10]([O:9][C:8]([NH:7][C@H:6]([C:18]1[CH:23]=[CH:22][CH:21]=[CH:20][CH:19]=1)[C:5]1[O:4][N:3]=[C:2]([C@@H:25]2[CH2:30][CH2:29][CH2:28][CH2:27][N:26]2[C:31]([O:33][C:34]([CH3:37])([CH3:36])[CH3:35])=[O:32])[N:1]=1)=[O:17])[C:11]1[CH:16]=[CH:15][CH:14]=[CH:13][CH:12]=1. Procedure details: The title compound was prepared by a similar method to Preparation 6 from tert-butyl (2S)-2-[(Z,5R)-1-amino-4,7-dioxo-5,9-diphenyl-3,8-dioxa-2,6-diaza-1-nonen-1-yl]-1-piperidinecarboxylate [see Preparation 10 1] and pyridine to afford tert-butyl (2S)-2-{5-[(R)-{[(benzyloxy)carbonyl]amino}(phenyl)methyl]-1,2,4-oxadiazol-3-yl}-1-piperidinecarboxylate as an oil.